Dataset: the Open Reaction Database (ORD), a public repository of structured organic reaction records. Task: describe an organic reaction: reactants, conditions, products, and yield Reactants: 38, FC1=CC=C(C=C1)[N+](=O)[O-] (1-fluoro-4-nitrobenzene), C(CC)N1N=NNC1=O (1,4-dihydro-1-propyl-5H-tetrazol-5-one), C([O-])([O-])=O.[Na+].[Na+] (sodium carbonate), CS(=O)C (dimethyl sulfoxide). Solvent: O (water). Conditions: temperature 120 celsius. Yields the product 46, [N+](=O)([O-])C1=CC=C(C=C1)N1N=NN(C1=O)CCC (1,4-dihydro-1-(4-nitrophenyl)-4-propyl-5H-tetrazol-5-one). Isolated yield 74.0%. As a reaction SMILES: F[C:2]1[CH:7]=[CH:6][C:5]([N+:8]([O-:10])=[O:9])=[CH:4][CH:3]=1.[CH2:11]([N:14]1[C:18](=[O:19])[NH:17][N:16]=[N:15]1)[CH2:12][CH3:13].C(=O)([O-])[O-].[Na+].[Na+].CS(C)=O>O>[N+:8]([C:5]1[CH:6]=[CH:7][C:2]([N:17]2[C:18](=[O:19])[N:14]([CH2:11][CH2:12][CH3:13])[N:15]=[N:16]2)=[CH:3][CH:4]=1)([O-:10])=[O:9] |f:2.3.4|. Reported procedure: A mixture of 38 parts of 1-fluoro-4-nitrobenzene, 32 parts of 1,4-dihydro-1-propyl-5H-tetrazol-5-one, 14 parts of sodium carbonate and 200 parts of dimethyl sulfoxide was stirred and heated for 4 hours at 120° C. The reaction mixture was cooled and poured into water. The precipitated product was filtered off and crystallized from 2-propanol, yielding 46 parts (74%) of 1,4-dihydro-1-(4-nitrophenyl)-4-propyl-5H-tetrazol-5-one; mp. 91.1° C. (int. 31).